The task is: describe an organic reaction: reactants, conditions, products, and yield. This data is from the Open Reaction Database (ORD), a public repository of structured organic reaction records. Starting materials: C=C(C)CBr, O=C([O-])[O-], CCOC(C)=O, Cc1c(O)cccc1Cl, [K+], [K+], CN(C)C=O, O. Product: C=C(C)COc1cccc(Cl)c1C. Reaction SMILES: [Br:1][CH2:2][C:3](=[CH2:4])[CH3:5].[C:20](=[O:21])([O-:22])[O-:23].[CH3:27][CH2:28][O:29][C:30](=[O:31])[CH3:32].[Cl:11][c:12]1[c:13]([CH3:19])[c:14]([OH:18])[cH:15][cH:16][cH:17]1.[K+:24].[K+:25].[O:6]=[CH:7][N:8]([CH3:9])[CH3:10].[OH2:26]>>[CH2:2]=[C:3]([CH2:4][O:18][c:14]1[c:13]([CH3:19])[c:12]([Cl:11])[cH:17][cH:16][cH:15]1)[CH3:5].